This data is from the Open Reaction Database (ORD), a public repository of structured organic reaction records. The task is: describe an organic reaction: reactants, conditions, products, and yield Reactants: FC(C1=CC=C(C=C1)SC=1C=C(C=O)C=CC1)(F)F (3-(4-(Trifluoromethyl)phenylthio)benzaldehyde), [BH4-].[Na+] (Sodium borohydride). Solvent: CO (MeOH). Conditions: temperature 0 celsius, time 1.5 hour. Yields the product FC(C1=CC=C(C=C1)SC=1C=C(C=CC1)CO)(F)F (3-(4-(Trifluoromethyl)phenylthio)phenylmethanol). Isolated yield 92.5%. As a reaction SMILES: [F:1][C:2]([F:19])([F:18])[C:3]1[CH:8]=[CH:7][C:6]([S:9][C:10]2[CH:11]=[C:12]([CH:15]=[CH:16][CH:17]=2)[CH:13]=[O:14])=[CH:5][CH:4]=1.[BH4-].[Na+]>CO>[F:18][C:2]([F:1])([F:19])[C:3]1[CH:8]=[CH:7][C:6]([S:9][C:10]2[CH:11]=[C:12]([CH2:13][OH:14])[CH:15]=[CH:16][CH:17]=2)=[CH:5][CH:4]=1 |f:1.2|. Procedure: Aldehyde 31.2 (162 mg, 0.574 mmol) was dissolved in MeOH (6 mL) and cooled to 0° C. Sodium borohydride (22.0 mg, 0.574 mmol) was added to the reaction. The solution was allowed to slowly warm to room temperature and was stirred for 1.5 hours. The reaction was quenched with dilute hydrochloric acid and then concentrated to dryness under reduced pressure. Water (20 mL) was added to the residue, and the mixture was extracted with EtOAc (2×50 mL). The organic layers were combined, washed with brine ...